From a dataset of the Open Reaction Database (ORD), a public repository of structured organic reaction records. describe an organic reaction: reactants, conditions, products, and yield The reactants are C(C)(=O)OCC (Ethyl acetate), ClC1=NC=C(C=C1)O (2-chloro-5-hydroxypyridine), C([O-])([O-])=O.[K+].[K+] (potassium carbonate), COC1=CC=C(CCl)C=C1 (p-methoxybenzyl chloride). Solvent: O (water), CN(C=O)C (N,N-dimethylformamide). Conditions: temperature 80 celsius, time 4 hour. Yields the product ClC1=NC=C(C=C1)OCC1=CC=C(C=C1)OC (2-chloro-5-[(4-methoxybenzyl)oxy]pyridine). The yield is 63.6%. RXN SMILES: [Cl:1][C:2]1[CH:7]=[CH:6][C:5]([OH:8])=[CH:4][N:3]=1.C(=O)([O-])[O-].[K+].[K+].[CH3:15][O:16][C:17]1[CH:24]=[CH:23][C:20]([CH2:21]Cl)=[CH:19][CH:18]=1.C(OCC)(=O)C>CN(C)C=O.O>[Cl:1][C:2]1[CH:7]=[CH:6][C:5]([O:8][CH2:21][C:20]2[CH:23]=[CH:24][C:17]([O:16][CH3:15])=[CH:18][CH:19]=2)=[CH:4][N:3]=1 |f:1.2.3|. Procedure details: To a solution of 2-chloro-5-hydroxypyridine (50 g, 0.386 mol) and potassium carbonate (80 g, 0.579 mol) in N,N-dimethylformamide (300 mL) was added p-methoxybenzyl chloride (66.5 g, 0.425 mol), and the mixture was stirred at 80° C. for 4 hr. Ethyl acetate and water were added to the reaction mixture, and the mixture was extracted 3 times with ethyl acetate. The organic layer was washed with water and saturated brine, dried over anhydrous magnesium sulfate and filtered. The solvent was evaporated...